Dataset: the Open Reaction Database (ORD), a public repository of structured organic reaction records. Task: describe an organic reaction: reactants, conditions, products, and yield Reactants: CNC, CC1=CCC(C(C)CC=O)CC1, CCO, [H][H], O=[Pt]. Reaction SMILES: [CH3:13][NH:14][CH3:15].[CH3:1][C:2]1=[CH:3][CH2:4][CH:5]([CH:8]([CH2:9][CH:10]=[O:11])[CH3:12])[CH2:6][CH2:7]1.[CH3:20][CH2:21][OH:22].[H:16][H:17].[Pt:18]=[O:19]>>[CH3:1][C:2]1=[CH:3][CH2:4][CH:5]([CH:8]([CH2:9][CH2:10][N:14]([CH3:13])[CH3:15])[CH3:12])[CH2:6][CH2:7]1. Product: CC1=CCC(C(C)CCN(C)C)CC1.